Dataset: the Open Reaction Database (ORD), a public repository of structured organic reaction records. Task: describe an organic reaction: reactants, conditions, products, and yield Starting materials: O1[C@]23[C@@H]1C[C@H]1[C@@H]4CC[C@@H]([C@@]4(C)CC[C@@H]1[C@]3(CCC(C2(C)C)=O)C)O (5α,6α-epoxy-17β-hydroxy-4,4-dimethylandrostan-3-one), Cl.Cl.NCCON (2-aminoethoxyamine dihydrochloride). Yields the product Cl.NCCO\N=C/1\C([C@]23[C@H](C[C@H]4[C@@H]5CC[C@@H]([C@@]5(C)CC[C@@H]4[C@]2(CC1)C)O)O3)(C)C ((E)-3-(2-Aminoethoxyimino)-4,4-dimethyl-5α,6α-epoxyandrostan-17β-ol hydrochloride). Isolated yield 68.0%. RXN SMILES: [O:1]1[C@H:3]2[CH2:4][C@@H:5]3[C@@H:14]([C@@:15]4([CH3:23])[CH2:16][CH2:17][C:18](=O)[C:19]([CH3:21])([CH3:20])[C@:2]124)[CH2:13][CH2:12][C@@:10]1([CH3:11])[C@H:6]3[CH2:7][CH2:8][C@@H:9]1[OH:24].[ClH:25].Cl.[NH2:27][CH2:28][CH2:29][O:30][NH2:31]>>[ClH:25].[NH2:27][CH2:28][CH2:29][O:30]/[N:31]=[C:18]1/[C:19]([CH3:21])([CH3:20])[C@:2]23[O:1][C@H:3]2[CH2:4][C@@H:5]2[C@@H:14]([C@@:15]3([CH3:23])[CH2:16][CH2:17]/1)[CH2:13][CH2:12][C@@:10]1([CH3:11])[C@H:6]2[CH2:7][CH2:8][C@@H:9]1[OH:24] |f:1.2.3,4.5|. Reported procedure: The title compound was prepared as described in Example 2 starting from 5α,6α-epoxy-17β-hydroxy-4,4-dimethylandrostan-3-one, (Preparation 8, 54 mg) and 2-aminoethoxyamine dihydrochloride (97 mg). The solution was evaporated, water was added and the aqueous phase was extracted with THF. The combined organic extracts were washed with brine, dried over Na2SO4 and evaporated to dryness. The crude product was triturated with diisopropyl ether/MeOH 95/5 and the precipitate was filtered to give the tit... Starting materials: CNCC1=CC=C(C=C1)C=1OC2=C(N1)C=CC=C2C(=O)OC (Methyl 2-(4-((methylamino)methyl)phenyl)benzo[d]oxazole-7-carboxylate), O.[NH4+] (ammonium water). Yields the product CNCC1=CC=C(C=C1)C=1OC2=C(N1)C=CC=C2C(=O)N (2-(4-((methylamino)methyl)phenyl)benzo[d]oxazole-7-carboxamide). The yield is 33.0%. As a reaction SMILES: [CH3:1][NH:2][CH2:3][C:4]1[CH:9]=[CH:8][C:7]([C:10]2[O:11][C:12]3[C:18]([C:19]([O:21]C)=O)=[CH:17][CH:16]=[CH:15][C:13]=3[N:14]=2)=[CH:6][CH:5]=1.O.[NH4+:24]>>[CH3:1][NH:2][CH2:3][C:4]1[CH:9]=[CH:8][C:7]([C:10]2[O:11][C:12]3[C:18]([C:19]([NH2:24])=[O:21])=[CH:17][CH:16]=[CH:15][C:13]=3[N:14]=2)=[CH:6][CH:5]=1 |f:1.2|. Procedure details: Methyl 2-(4-((methylamino)methyl)phenyl)benzo[d]oxazole-7-carboxylate (25 mg, 0.06 mmol) in ammonium water (2 mL) was stirred at 30° C. for 17 hr, then the solvents were evaporated and purified by pre-HPLC to obtain 2-(4-((methylamino)methyl)phenyl)benzo[d]oxazole-7-carboxamide as a white solid (25 mg, yield 33%). 1H-NMR (400 MHz, MeOH-d4) δ 2.07 (s, 1H), 2.30 (s, 3H), 3.78 (s, 2H), 7.45-7.49 (t, J=8 Hz, 1H), 7.57-7.59 (d, J=8 Hz, 2H), 7.79-7.81 (d, J=8 Hz, 1H), 7.86-7.95 (m, 3H), 8.24-8.26 (d, ... Procedure details: Intermediate I-4 was synthesized in a similar fashion as described in the synthesis of I-2a using 5-methylpyridine-2,3-diamine and 5-bromo-2-chlorobenzoic acid. 1H NMR (400 MHz, DMSO) δ 8.18 (d, J=2.4 Hz, 1H), 8.07 (s, 1H), 7.68 (s, 1H), 7.60 (dd, J=2.2, 8.4 Hz, 1H), 7.51 (d, J=8.5 Hz, 1H), 2.39 (s, 3H). MS M/Z=322/324 (M+1). Reaction SMILES: [CH3:1][C:2]1[CH:3]=[C:4]([NH2:9])[C:5]([NH2:8])=[N:6][CH:7]=1.[Br:10][C:11]1[CH:12]=[CH:13][C:14]([Cl:20])=[C:15]([CH:19]=1)[C:16](O)=O>>[Br:10][C:11]1[CH:12]=[CH:13][C:14]([Cl:20])=[C:15]([C:16]2[NH:9][C:4]3[C:5]([N:8]=2)=[N:6][CH:7]=[C:2]([CH3:1])[CH:3]=3)[CH:19]=1. Starting materials: CC=1C=C(C(=NC1)N)N (5-methylpyridine-2,3-diamine), BrC=1C=CC(=C(C(=O)O)C1)Cl (5-bromo-2-chlorobenzoic acid). Product: BrC=1C=CC(=C(C1)C=1NC=2C(=NC=C(C2)C)N1)Cl (2-(5-bromo-2-chlorophenyl)-6-methyl-1H-imidazo[4,5-b]pyridine). Reactants: [Al+3], Cc1c(OCc2ccccc2)cccc1C(=O)O, [H-], [H-], [H-], [H-], [Li+], [Na+], [Na+], C1CCOC1, O, O, O, O, O, O, O, O, O, O, O=S(=O)([O-])[O-]. Product: Cc1c(CO)cccc1OCc1ccccc1. Reaction SMILES: [Al+3:20].[CH2:1]([c:2]1[cH:3][cH:4][cH:5][cH:6][cH:7]1)[O:8][c:9]1[c:10]([CH3:18])[c:11]([C:12](=[O:13])[OH:14])[cH:15][cH:16][cH:17]1.[H-:19].[H-:22].[H-:23].[H-:24].[Li+:21].[Na+:40].[Na+:41].[O:42]1[CH2:43][CH2:44][CH2:45][CH2:46]1.[OH2:25].[OH2:26].[OH2:27].[OH2:28].[OH2:29].[OH2:30].[OH2:31].[OH2:32].[OH2:33].[OH2:34].[S:35]([O-:36])([O-:37])(=[O:38])=[O:39]>>[CH2:1]([c:2]1[cH:3][cH:4][cH:5][cH:6][cH:7]1)[O:8][c:9]1[c:10]([CH3:18])[c:11]([CH2:12][OH:13])[cH:15][cH:16][cH:17]1.